This data is from the Open Reaction Database (ORD), a public repository of structured organic reaction records. The task is: describe an organic reaction: reactants, conditions, products, and yield Starting materials: [OH-].[K+] (Potassium hydroxide), ClC=1C(=C2C=CC(=NC2=CC1)CCCC#N)NC(CC1CCCCC1)=O (N-[6-chloro-2-(3-cyanopropyl)-5-quinolinyl]-cyclohexaneacetamide), CO (methanol), Cl (hydrochloric acid). Conditions: temperature 50 celsius. The product is ClC=1C(=C2C=CC(=NC2=CC1)CCCC(=O)O)NC(CC1CCCCC1)=O (6-Chloro-5-[(cyclohexylacetyl)amino]-2-quinolinebutanoic Acid). As a reaction SMILES: [OH-:1].[K+].[Cl:3][C:4]1[C:5]([NH:19][C:20](=[O:28])[CH2:21][CH:22]2[CH2:27][CH2:26][CH2:25][CH2:24][CH2:23]2)=[C:6]2[C:11](=[CH:12][CH:13]=1)[N:10]=[C:9]([CH2:14][CH2:15][CH2:16][C:17]#N)[CH:8]=[CH:7]2.Cl.C[OH:31]>>[Cl:3][C:4]1[C:5]([NH:19][C:20](=[O:28])[CH2:21][CH:22]2[CH2:27][CH2:26][CH2:25][CH2:24][CH2:23]2)=[C:6]2[C:11](=[CH:12][CH:13]=1)[N:10]=[C:9]([CH2:14][CH2:15][CH2:16][C:17]([OH:31])=[O:1])[CH:8]=[CH:7]2 |f:0.1|. Procedure: Potassium hydroxide (2 mL, 50% solution in water) was added to a stirred solution of N-[6-chloro-2-(3-cyanopropyl)-5-quinolinyl]-cyclohexaneacetamide (Example 67(a)) (190 mg) in methanol (2 mL). The reaction mixture was heated to 50° C. for 6 hours then allowed to cool. The mixture was acidified with aqueous 2M hydrochloric acid until a precipitate formed which was collected by filtration. Purification by HPLC (Symmetry—0.1% aqueous ammonium acetate/acetonitrile) afforded the title compound as a... Reactants: [BH3-]C#N, O=Cc1ccc2c(c1)C(Cc1ccccc1)CO2, CNC(=O)C(C)N, CO, Cl, [Na+]. Yields the product CNC(=O)C(C)NCc1ccc2c(c1)C(Cc1ccccc1)CO2. RXN SMILES: [C:9]([BH3-:10])#[N:11].[CH2:13]([c:14]1[cH:15][cH:16][cH:17][cH:18][cH:19]1)[CH:20]1[CH2:21][O:22][c:23]2[c:24]1[cH:25][c:26]([CH:29]=[O:30])[cH:27][cH:28]2.[CH3:2][NH:3][C:4]([CH:5]([NH2:6])[CH3:7])=[O:8].[CH3:31][OH:32].[ClH:1].[Na+:12]>>[CH3:2][NH:3][C:4]([CH:5]([NH:6][CH2:29][c:26]1[cH:25][c:24]2[c:23]([cH:28][cH:27]1)[O:22][CH2:21][CH:20]2[CH2:13][c:14]1[cH:15][cH:16][cH:17][cH:18][cH:19]1)[CH3:7])=[O:8]. Starting materials: [BH3-]C#N, C=O, CC(=O)O, CO, COc1cc(N2CCc3nc(-c4ccc(Cl)cc4)sc3C2=O)ccc1OC1CNC1, [Na+], O. Yields the product COc1cc(N2CCc3nc(-c4ccc(Cl)cc4)sc3C2=O)ccc1OC1CN(C)C1. Reaction SMILES: [C:37]([BH3-:38])#[N:39].[CH2:35]=[O:36].[CH3:31][C:32](=[O:33])[OH:34].[CH3:42][OH:43].[NH:1]1[CH2:2][CH:3]([O:5][c:6]2[c:7]([O:29][CH3:30])[cH:8][c:9]([N:12]3[C:13](=[O:28])[c:14]4[c:15]([n:18][c:19](-[c:21]5[cH:22][cH:23][c:24]([Cl:27])[cH:25][cH:26]5)[s:20]4)[CH2:16][CH2:17]3)[cH:10][cH:11]2)[CH2:4]1.[Na+:40].[OH2:41]>>[N:1]1([CH3:31])[CH2:2][CH:3]([O:5][c:6]2[c:7]([O:29][CH3:30])[cH:8][c:9]([N:12]3[C:13](=[O:28])[c:14]4[c:15]([n:18][c:19](-[c:21]5[cH:22][cH:23][c:24]([Cl:27])[cH:25][cH:26]5)[s:20]4)[CH2:16][CH2:17]3)[cH:10][cH:11]2)[CH2:4]1. The reactants are CC(=O)OCC(F)=CC1(c2ccc(F)cc2)CC1, [Mg], Brc1cccc(Oc2ccccc2)c1, C1CCOC1. The product is FC(=CC1(c2ccc(F)cc2)CC1)Cc1cccc(Oc2ccccc2)c1. Reaction SMILES: [C:16]([O:17][CH2:20][C:21](=[CH:22][C:23]1([c:26]2[cH:27][cH:28][c:29]([F:32])[cH:30][cH:31]2)[CH2:24][CH2:25]1)[F:33])(=[O:18])[CH3:19].[Mg:15].[O:1]([c:2]1[cH:3][cH:4][cH:5][cH:6][cH:7]1)[c:8]1[cH:9][c:10]([Br:14])[cH:11][cH:12][cH:13]1.[O:34]1[CH2:35][CH2:36][CH2:37][CH2:38]1>>[O:1]([c:2]1[cH:3][cH:4][cH:5][cH:6][cH:7]1)[c:8]1[cH:9][c:10]([CH2:20][C:21](=[CH:22][C:23]2([c:26]3[cH:27][cH:28][c:29]([F:32])[cH:30][cH:31]3)[CH2:24][CH2:25]2)[F:33])[cH:11][cH:12][cH:13]1. The reactants are C1(=CC=CS1)C(=O)C1=CC=C2N1CCC2C(=O)O (5-(2-thenoyl)-1,2-dihydro-3H-pyrrolo[1,2-a]pyrrole-1-carboxylic acid), [OH-].[Na+] (sodium hydroxide), solution. The solvent is CO (methanol). Yields the product C1(=CC=CS1)C(=O)C1=CC=C2N1CCC2C(=O)[O-].[Na+] (sodium 5-(2-thenoyl)-1,2-dihydro-3H-pyrrolo[1,2-a]pyrrole-1-carboxylate). Reaction SMILES: [C:1]1([C:6]([C:8]2[N:12]3[CH2:13][CH2:14][CH:15]([C:16]([OH:18])=[O:17])[C:11]3=[CH:10][CH:9]=2)=[O:7])[S:5][CH:4]=[CH:3][CH:2]=1.[OH-].[Na+:20]>CO>[C:1]1([C:6]([C:8]2[N:12]3[CH2:13][CH2:14][CH:15]([C:16]([O-:18])=[O:17])[C:11]3=[CH:10][CH:9]=2)=[O:7])[S:5][CH:4]=[CH:3][CH:2]=1.[Na+:20] |f:1.2,4.5|. Procedure: To a solution of 300 mg. of 5-(2-thenoyl)-1,2-dihydro-3H-pyrrolo[1,2-a]pyrrole-1-carboxylic acid in 5 ml. of methanol is added 1 molar equivalent of sodium hydroxide, in the form of a 0.1N solution. The solvent is then evaporated under reduced pressure and the residue taken up in 2 ml. of methanol, followed by precipitation with ether, to yield crude sodium 5-(2-thenoyl)-1,2-dihydro-3H-pyrrolo[1,2-a]pyrrole-1-carboxylate which can be crystallized from isopropanol. Reactants: [BH4-].[Na+] (sodium borohydride), C(#N)C1=CC=C(C=C1)C(OCC(=O)OCC)C=1N=CN(C1)C(C1=CC=CC=C1)(C1=CC=CC=C1)C1=CC=CC=C1 (ethyl [(4-cyanophenyl)-1-(trityl-1H-imidazol-4-yl)methoxy]acetate). Solvent: C(C)O (ethanol). Reaction conditions: time 16 hour. The product is OCCOC(C1=CC=C(C#N)C=C1)C=1NC=NC1 (4-[(2-Hydroxyethoxy)-(3H-imidazol-4-yl)methyl]benzonitrile), SiO2. RXN SMILES: [BH4-].[Na+].[C:3]([C:5]1[CH:10]=[CH:9][C:8]([CH:11]([C:19]2[N:20]=[CH:21][N:22](C(C3C=CC=CC=3)(C3C=CC=CC=3)C3C=CC=CC=3)[CH:23]=2)[O:12][CH2:13][C:14](OCC)=[O:15])=[CH:7][CH:6]=1)#[N:4]>C(O)C>[OH:15][CH2:14][CH2:13][O:12][CH:11]([C:19]1[NH:20][CH:21]=[N:22][CH:23]=1)[C:8]1[CH:9]=[CH:10][C:5]([C:3]#[N:4])=[CH:6][CH:7]=1 |f:0.1|. Procedure details: 2.45 mmol of sodium borohydride are added to a solution of 1.63 mmol of ethyl [(4-cyanophenyl)-1-(trityl-1H-imidazol-4-yl)methoxy]acetate in 10 ml of ethanol at room temperature. The reaction mixture is stirred at room temperature for 16 hours and then evaporated. The residue is taken up in dichloromethane and saturated aqueous sodium bicarbonate solution, the phases are separated, and the aqueous phase is back-extracted with dichloromethane. The combined organic phases are dried with sodium sul... Starting materials: NCCOCCN(CC)CC (2-(2-aminoethoxy)-N,N-diethylethanamine), S=C1NC(SC1)=O (4-thioxo-1,3-thiazolidin-2-one). The solvent is C(C)O (ethanol). Run at time 8 hour. Yields the product C(C)N(CCOCCNC1=NC(SC1)=O)CC (4-({2-[2-(diethylamino)ethoxy]ethyl}amino)-1,3-thiazol-2(5H)-one). Isolated yield 54.0%. Reaction SMILES: [NH2:1][CH2:2][CH2:3][O:4][CH2:5][CH2:6][N:7]([CH2:10][CH3:11])[CH2:8][CH3:9].S=[C:13]1[CH2:17][S:16][C:15](=[O:18])[NH:14]1>C(O)C>[CH2:10]([N:7]([CH2:8][CH3:9])[CH2:6][CH2:5][O:4][CH2:3][CH2:2][NH:1][C:13]1[CH2:17][S:16][C:15](=[O:18])[N:14]=1)[CH3:11]. Reported procedure: To a solution of 2-(2-aminoethoxy)-N,N-diethylethanamine (2.23 g) in ethanol (50 mL) was added 4-thioxo-1,3-thiazolidin-2-one (1.76 g), and the mixture was stirred at room temperature overnight. The reaction mixture was concentrated, and the residue was purified by silica gel column chromatography (NH, methanol/ethyl acetate) to give the title compound (1.85 g).